The task is: describe an organic reaction: reactants, conditions, products, and yield. This data is from the Open Reaction Database (ORD), a public repository of structured organic reaction records. Starting materials: CN(CCO)C(=O)c1ccc(F)c(Cl)c1F, [H-], [Na+], CN(C)C=O, O. Yields the product CN1CCOc2c(ccc(F)c2Cl)C1=O. Reaction SMILES: [Cl:3][c:4]1[c:5]([F:18])[c:6]([C:7](=[O:8])[N:9]([CH3:10])[CH2:11][CH2:12][OH:13])[cH:14][cH:15][c:16]1[F:17].[H-:1].[Na+:2].[O:20]=[CH:21][N:22]([CH3:23])[CH3:24].[OH2:19]>>[Cl:3][c:4]1[c:5]2[c:6]([cH:14][cH:15][c:16]1[F:17])[C:7](=[O:8])[N:9]([CH3:10])[CH2:11][CH2:12][O:13]2. Reactants: C(=O)[O-] (formate), C(=O)[O-] (formate), C(C)N(C(C=CC1=CC(=CC=2N=CN(C21)C2=CC=CC=C2)C(F)(F)F)=O)CC (N,N-diethyl-3-(3-phenyl-6-trifluoromethyl-3H-benzimidazol-4-yl)acrylamide). Reagents/catalysts: C1=CC=C(C=C1)P(C2=CC=CC=C2)C3=CC=CC=C3.C1=CC=C(C=C1)P(C2=CC=CC=C2)C3=CC=CC=C3.C1=CC=C(C=C1)P(C2=CC=CC=C2)C3=CC=CC=C3.[Cl-].[Rh] (Wilkinson's catalyst). The solvent is CS(=O)C (dimethylsulphoxide). Yields the product C(C)N(C(CCC1=CC(=CC=2N=CN(C21)C2=CC=CC=C2)C(F)(F)F)=O)CC (N,N-Diethyl-3-(3-Phenyl-6-trifluoromethyl-3H-benzimidazol-4-yl)propionamide). Reaction SMILES: C([O-])=O.[CH2:4]([N:6]([CH2:30][CH3:31])[C:7](=[O:29])[CH:8]=[CH:9][C:10]1[C:18]2[N:17]([C:19]3[CH:24]=[CH:23][CH:22]=[CH:21][CH:20]=3)[CH:16]=[N:15][C:14]=2[CH:13]=[C:12]([C:25]([F:28])([F:27])[F:26])[CH:11]=1)[CH3:5]>C1C=CC(P(C2C=CC=CC=2)C2C=CC=CC=2)=CC=1.C1C=CC(P(C2C=CC=CC=2)C2C=CC=CC=2)=CC=1.C1C=CC(P(C2C=CC=CC=2)C2C=CC=CC=2)=CC=1.[Cl-].[Rh].CS(C)=O>[CH2:30]([N:6]([CH2:4][CH3:5])[C:7](=[O:29])[CH2:8][CH2:9][C:10]1[C:18]2[N:17]([C:19]3[CH:20]=[CH:21][CH:22]=[CH:23][CH:24]=3)[CH:16]=[N:15][C:14]=2[CH:13]=[C:12]([C:25]([F:27])([F:28])[F:26])[CH:11]=1)[CH3:31] |f:2.3.4.5.6|. Procedure details: Alumina supported formate was prepared according to the procedure of Danks and Desai (T. N. Danks and B. Desai, Green Chemistry, 2002, 4, 179-180). A Smith Process Vial™ was loaded with alumina supported formate (0.5 g), Wilkinson's catalyst (0.5 mg), N,N-diethyl-3-(3-phenyl-6-trifluoromethyl-3H-benzimidazol-4-yl)acrylamide (0.064 mmol, 25 mg) and dimethylsulphoxide (0.5 ml) and was irradiated for 600 s at 180° C. using a Personal Chemistry Smith Creator™ microwave. The mixture was filtered to r...